This data is from the Open Reaction Database (ORD), a public repository of structured organic reaction records. The task is: describe an organic reaction: reactants, conditions, products, and yield The reactants are CN1CCC(N)CC1, COc1cc(C(=O)O)cc(F)c1Nc1ncc2c(n1)N(C1CCCC1)CC(F)(F)C(=O)N2C. Yields the product COc1cc(C(=O)NC2CCN(C)CC2)cc(F)c1Nc1ncc2c(n1)N(C1CCCC1)CC(F)(F)C(=O)N2C. RXN SMILES: [CH3:34][N:35]1[CH2:36][CH2:37][CH:38]([NH2:41])[CH2:39][CH2:40]1.[CH:1]1([N:6]2[c:7]3[c:8]([cH:17][n:18][c:19]([NH:21][c:22]4[c:23]([F:33])[cH:24][c:25]([C:26](=[O:27])[OH:28])[cH:29][c:30]4[O:31][CH3:32])[n:20]3)[N:9]([CH3:16])[C:10](=[O:15])[C:11]([F:13])([F:14])[CH2:12]2)[CH2:2][CH2:3][CH2:4][CH2:5]1>>[CH:1]1([N:6]2[c:7]3[c:8]([cH:17][n:18][c:19]([NH:21][c:22]4[c:23]([F:33])[cH:24][c:25]([C:26](=[O:27])[NH:41][CH:38]5[CH2:37][CH2:36][N:35]([CH3:34])[CH2:40][CH2:39]5)[cH:29][c:30]4[O:31][CH3:32])[n:20]3)[N:9]([CH3:16])[C:10](=[O:15])[C:11]([F:13])([F:14])[CH2:12]2)[CH2:2][CH2:3][CH2:4][CH2:5]1. Reactants: BrC(Br)(Br)Br, OCCc1ccc(OCc2ccccc2)c(F)c1, ClCCl, c1ccc(P(c2ccccc2)c2ccccc2)cc1. Yields the product Fc1cc(CCBr)ccc1OCc1ccccc1. Reaction SMILES: [Br:19][C:20]([Br:21])([Br:22])[Br:23].[CH2:1]([c:2]1[cH:3][cH:4][cH:5][cH:6][cH:7]1)[O:8][c:9]1[c:10]([F:18])[cH:11][c:12]([CH2:15][CH2:16][OH:17])[cH:13][cH:14]1.[Cl:43][CH2:44][Cl:45].[c:24]1([P:25]([c:26]2[cH:27][cH:28][cH:29][cH:30][cH:31]2)[c:32]2[cH:33][cH:34][cH:35][cH:36][cH:37]2)[cH:38][cH:39][cH:40][cH:41][cH:42]1>>[CH2:1]([c:2]1[cH:3][cH:4][cH:5][cH:6][cH:7]1)[O:8][c:9]1[c:10]([F:18])[cH:11][c:12]([CH2:15][CH2:16][Br:19])[cH:13][cH:14]1. Starting materials: OCC1(COCc2ccccc2)CCC1, CS(=O)(=O)Cl, [Cl-], ClCCl, [Na+]. Product: CS(=O)(=O)OCC1(COCc2ccccc2)CCC1. RXN SMILES: [CH2:1]([c:2]1[cH:3][cH:4][cH:5][cH:6][cH:7]1)[O:8][CH2:9][C:10]1([CH2:14][OH:15])[CH2:11][CH2:12][CH2:13]1.[CH3:16][S:17]([Cl:18])(=[O:19])=[O:20].[Cl-:22].[Cl:23][CH2:24][Cl:25].[Na+:21]>>[CH2:1]([c:2]1[cH:3][cH:4][cH:5][cH:6][cH:7]1)[O:8][CH2:9][C:10]1([CH2:14][O:15][S:17]([CH3:16])(=[O:19])=[O:20])[CH2:11][CH2:12][CH2:13]1. Reactants: C(C)(C)(C)OC(=O)N1[C@H](C(=O)N(C)C)CCC1 (1-(tert-Butoxycarbonyl)-N,N-dimethyl-L-prolinamide), Cl (hydrochloric acid). Run at time 3 hour. Yields the product Cl.CN(C([C@H]1NCCC1)=O)C (N,N-Dimethyl-L-prolinamide hydrochloride). RXN SMILES: C(OC([N:8]1[CH2:17][CH2:16][CH2:15][C@H:9]1[C:10]([N:12]([CH3:14])[CH3:13])=[O:11])=O)(C)(C)C.[ClH:18]>>[ClH:18].[CH3:13][N:12]([CH3:14])[C:10](=[O:11])[C@@H:9]1[CH2:15][CH2:16][CH2:17][NH:8]1 |f:2.3|. Procedure details: To the subtitle product of step i) (5.0 g) was added hydrochloric acid (20 ml, 4M). The mixture was stirred at room temperature for 3 h before the solvent was evaporated to afford the subtitle compound as a colourless solid. Yield: 3.50 g Reactants: Cl (hydrochloride), Cl.COC=1C=C2C(=CN=CC2=CC1)CO ((6-Methoxy-4-isoquinolinyl)methanol hydrochloride), S(=O)(Cl)Cl (Thionyl chloride). Solvent: C(Cl)(Cl)Cl (chloroform), C(C)OCC (ethyl ether). Product: ClCC1=CN=CC2=CC=C(C=C12)OC (4-(Chloromethyl)-6-methoxyisoquinoline). As a reaction SMILES: Cl.Cl.[CH3:3][O:4][C:5]1[CH:6]=[C:7]2[C:12](=[CH:13][CH:14]=1)[CH:11]=[N:10][CH:9]=[C:8]2[CH2:15]O.S(Cl)([Cl:19])=O>C(Cl)(Cl)Cl.C(OCC)C>[Cl:19][CH2:15][C:8]1[C:7]2[C:12](=[CH:13][CH:14]=[C:5]([O:4][CH3:3])[CH:6]=2)[CH:11]=[N:10][CH:9]=1 |f:1.2|. Reported procedure: The hydrochloride of the compound obtained in Step B (1.09 g; 0.005 mol) is suspended in 50 ml of chloroform. Thionyl chloride (2.80 ml; 0.04 mol) is added and then the reaction mixture is heated at reflux for 24 hours with stirring. After evaporation under reduced pressure, the residue obtained is taken up in ethyl ether. The precipitate formed is suction-filtered off and recrystallised from acetonitrile to yield the title compound in the form of a white solid.